This data is from the Open Reaction Database (ORD), a public repository of structured organic reaction records. The task is: describe an organic reaction: reactants, conditions, products, and yield Starting materials: Brc1ccc(-c2ccc(N(c3ccccc3)c3ccccc3)cc2)cc1, CC(C)(C)P(C(C)(C)C)C(C)(C)C, CC(C)(C)O[Na], Cc1ccccc1, CC(=O)C=Cc1ccccc1, CC(=O)C=Cc1ccccc1, CC(=O)C=Cc1ccccc1, Nc1ccccc1, [Pd], [Pd]. The product is c1ccc(Nc2ccc(-c3ccc(N(c4ccccc4)c4ccccc4)cc3)cc2)cc1. RXN SMILES: [Br:14][c:15]1[cH:16][cH:17][c:18](-[c:21]2[cH:22][cH:23][c:24]([N:27]([c:28]3[cH:29][cH:30][cH:31][cH:32][cH:33]3)[c:34]3[cH:35][cH:36][cH:37][cH:38][cH:39]3)[cH:25][cH:26]2)[cH:19][cH:20]1.[C:1]([P:2]([C:3]([CH3:4])([CH3:5])[CH3:6])[C:7]([CH3:8])([CH3:9])[CH3:10])([CH3:11])([CH3:12])[CH3:13].[C:47]([O:48][Na:49])([CH3:50])([CH3:51])[CH3:52].[CH3:88][c:89]1[cH:90][cH:91][cH:92][cH:93][cH:94]1.[CH:55](=[CH:56][C:57](=[O:58])[CH3:59])[c:60]1[cH:61][cH:62][cH:63][cH:64][cH:65]1.[CH:66](=[CH:67][C:68](=[O:69])[CH3:70])[c:71]1[cH:72][cH:73][cH:74][cH:75][cH:76]1.[CH:77](=[CH:78][C:79](=[O:80])[CH3:81])[c:82]1[cH:83][cH:84][cH:85][cH:86][cH:87]1.[NH2:40][c:41]1[cH:42][cH:43][cH:44][cH:45][cH:46]1.[Pd:53].[Pd:54]>>[c:15]1([NH:40][c:41]2[cH:42][cH:43][cH:44][cH:45][cH:46]2)[cH:16][cH:17][c:18](-[c:21]2[cH:22][cH:23][c:24]([N:27]([c:28]3[cH:29][cH:30][cH:31][cH:32][cH:33]3)[c:34]3[cH:35][cH:36][cH:37][cH:38][cH:39]3)[cH:25][cH:26]2)[cH:19][cH:20]1. Reactants: C(C)(C)(C)[Si](Cl)(C)C (tert-butyldimethylchlorosilane), N1C=NC=C1 (imidazole), OCCOC1=CC=C(OC2=C(C=O)C=C(C=C2)I)C=C1 (2-[4-(2-hydroxy-ethoxy)-phenoxy]-5-iodo-benzaldehyde). The solvent is CN(C=O)C (N,N-dimethylformamide). The product is C(C)(C)(C)[Si](OCCOC1=CC=C(OC2=C(C=O)C=C(C=C2)I)C=C1)(C)C (2-{4-[2-(tert-butyl-dimethyl-silanyloxy)-ethoxy]-phenoxy}-5-iodo-benzaldehyde). Yield: 96.2%. As a reaction SMILES: [OH:1][CH2:2][CH2:3][O:4][C:5]1[CH:20]=[CH:19][C:8]([O:9][C:10]2[CH:17]=[CH:16][C:15]([I:18])=[CH:14][C:11]=2[CH:12]=[O:13])=[CH:7][CH:6]=1.[C:21]([Si:25]([CH3:28])([CH3:27])Cl)([CH3:24])([CH3:23])[CH3:22].N1C=CN=C1>CN(C)C=O>[C:21]([Si:25]([CH3:28])([CH3:27])[O:1][CH2:2][CH2:3][O:4][C:5]1[CH:6]=[CH:7][C:8]([O:9][C:10]2[CH:17]=[CH:16][C:15]([I:18])=[CH:14][C:11]=2[CH:12]=[O:13])=[CH:19][CH:20]=1)([CH3:24])([CH3:23])[CH3:22]. Procedure: In a manner similar to the method described in Example 60b, 2-[4-(2-hydroxy-ethoxy)-phenoxy]-5-iodo-benzaldehyde (3.8 g, 9.8 mmol) was reacted with tert-butyldimethylchlorosilane (1.8 g, 12 mmol) and imidazole in N,N-dimethylformamide to give 2-{4-[2-(tert-butyl-dimethyl-silanyloxy)-ethoxy]-phenoxy}-5-iodo-benzaldehyde as a white solid (Yield 4.7 g, 95%). The reactants are O(C1=CC=CC=C1)C1=CC=C(C=C1)C1=NNC2=NC=NC(=C21)N (3-(4-phenoxyphenyl)-1H-pyrazolo[3,4-d]pyrimidin-4-amine), CS(=O)(=O)O[C@@H]1C[C@@H](C1)COCC1=CC=CC=C1 (cis 3-[(benzyloxy)methyl]cyclobutyl methanesulfonate), C([O-])([O-])=O.[Cs+].[Cs+] (cesium carbonate), O (water). Solvent: CN(C=O)C (N,N-dimethylformamide). Yields the product C(C1=CC=CC=C1)OC[C@@H]1C[C@H](C1)N1N=C(C=2C1=NC=NC2N)C2=CC=C(C=C2)OC2=CC=CC=C2 (trans 1-{3-[(benzyloxy)methyl]cyclobutyl}-3-(4-phenoxyphenyl)-1H-pyrazolo[3,4-d]pyrimidin-4-amine). Isolated yield 45.7%. RXN SMILES: [O:1]([C:8]1[CH:13]=[CH:12][C:11]([C:14]2[C:22]3[C:17](=[N:18][CH:19]=[N:20][C:21]=3[NH2:23])[NH:16][N:15]=2)=[CH:10][CH:9]=1)[C:2]1[CH:7]=[CH:6][CH:5]=[CH:4][CH:3]=1.CS(O[C@H:29]1[CH2:32][C@@H:31]([CH2:33][O:34][CH2:35][C:36]2[CH:41]=[CH:40][CH:39]=[CH:38][CH:37]=2)[CH2:30]1)(=O)=O.C(=O)([O-])[O-].[Cs+].[Cs+].O>CN(C)C=O>[CH2:35]([O:34][CH2:33][C@H:31]1[CH2:32][C@H:29]([N:16]2[C:17]3=[N:18][CH:19]=[N:20][C:21]([NH2:23])=[C:22]3[C:14]([C:11]3[CH:12]=[CH:13][C:8]([O:1][C:2]4[CH:7]=[CH:6][CH:5]=[CH:4][CH:3]=4)=[CH:9][CH:10]=3)=[N:15]2)[CH2:30]1)[C:36]1[CH:41]=[CH:40][CH:39]=[CH:38][CH:37]=1 |f:2.3.4|. Procedure details: A solution of 3-(4-phenoxyphenyl)-1H-pyrazolo[3,4-d]pyrimidin-4-amine (0.452 g, 0.00149 mol) in N,N-dimethylformamide (10 mL) was reacted with cis 3-[(benzyloxy)methyl]cyclobutyl methanesulfonate (0.483 g, 0.00179 mol) and cesium carbonate (0.582 g, 0.00179 mol) at 70° C. for two days. The reaction mixture was poured into water (30 mL) and extracted with ethyl acetate (3×15 mL). The combined organic layers were washed with water (2×20 mL) and brine (20 mL). The organic layer was dried over magne... The reactants are ClC1=CC=C(C=C1)[C@H]1[C@@H](C[C@@H](C1)O)C(=O)N1CCC(CC1)(C1CCCCC1)CN1C(OCC1(C)C)=O (3-[(1-{[(1R,2R,4R)-2-(4-chlorophenyl)-4-hydroxycyclopentyl]carbonyl}-4-cyclohexylpiperidin-4-yl)methyl]-4,4-dimethyl-1,3-oxazolidin-2-one), CNS(=O)(=O)C1=C(C=C(C=C1)[N+](=O)[O-])[N+](=O)[O-] (N-methyl-2,4-dinitrobenzenesulfonamide), C1(=CC=CC=C1)P(C1=CC=CC=C1)C1=CC=CC=C1 (triphenylphosphine), N(=NC(=O)OCC)C(=O)OCC (diethyl azodicarboxylate), ethyl acetate-hexanes. The solvent is C1=CC=CC=C1 (benzene). Run at temperature 0 celsius. Product: ClC1=CC=C(C=C1)[C@@H]1C[C@@H](C[C@H]1C(=O)N1CCC(CC1)(CN1C(OCC1(C)C)=O)C1CCCCC1)N(S(=O)(=O)C1=C(C=C(C=C1)[N+](=O)[O-])[N+](=O)[O-])C (N-[(1S,3R,4R)-3-(4-chlorophenyl)-4-({4-cyclohexyl-4-[(4,4-dimethyl-2-oxo-1,3-oxazolidin-3-yl)methyl]piperidin-1-yl}carbonyl)cyclopentyl]-N-methyl-2,4-dinitrobenzenesulfonamide). RXN SMILES: [Cl:1][C:2]1[CH:7]=[CH:6][C:5]([C@@H:8]2[CH2:12][C@@H:11](O)[CH2:10][C@H:9]2[C:14]([N:16]2[CH2:21][CH2:20][C:19]([CH2:28][N:29]3[C:33]([CH3:35])([CH3:34])[CH2:32][O:31][C:30]3=[O:36])([CH:22]3[CH2:27][CH2:26][CH2:25][CH2:24][CH2:23]3)[CH2:18][CH2:17]2)=[O:15])=[CH:4][CH:3]=1.[CH3:37][NH:38][S:39]([C:42]1[CH:47]=[CH:46][C:45]([N+:48]([O-:50])=[O:49])=[CH:44][C:43]=1[N+:51]([O-:53])=[O:52])(=[O:41])=[O:40].C1(P(C2C=CC=CC=2)C2C=CC=CC=2)C=CC=CC=1.N(C(OCC)=O)=NC(OCC)=O>C1C=CC=CC=1>[Cl:1][C:2]1[CH:3]=[CH:4][C:5]([C@H:8]2[C@H:9]([C:14]([N:16]3[CH2:17][CH2:18][C:19]([CH:22]4[CH2:27][CH2:26][CH2:25][CH2:24][CH2:23]4)([CH2:28][N:29]4[C:33]([CH3:34])([CH3:35])[CH2:32][O:31][C:30]4=[O:36])[CH2:20][CH2:21]3)=[O:15])[CH2:10][C@@H:11]([N:38]([CH3:37])[S:39]([C:42]3[CH:47]=[CH:46][C:45]([N+:48]([O-:50])=[O:49])=[CH:44][C:43]=3[N+:51]([O-:53])=[O:52])(=[O:41])=[O:40])[CH2:12]2)=[CH:6][CH:7]=1. Reported procedure: A 25 mL round bottom flask equipped with a magnetic stir bar was charged with 0.103 g (0.20 mmol) of the product of Step F, 0.073 g (0.28 mmol) of N-methyl-2,4-dinitrobenzenesulfonamide and 0.157 g (0.60 mmol) of triphenylphosphine. The solids were dissolved in 2 mL of benzene, and the atmosphere in the flask was evacuated and purged with nitrogen. The reaction mixture was stirred and cooled to 0° C. with an external ice-water bath and then 95 μL (0.60 mmol) of diethyl azodicarboxylate was added... Reactants: CC(C)(C)OC(=O)CNC1c2ccccc2CC1NC(=O)c1cc2sc(Cl)c(Cl)c2[nH]1, ClCCl, O=C(O)C(F)(F)F. The product is O=C(O)CNC1c2ccccc2CC1NC(=O)c1cc2sc(Cl)c(Cl)c2[nH]1. RXN SMILES: [C:1]([CH3:2])([CH3:3])([CH3:4])[O:5][C:6](=[O:7])[CH2:8][NH:9][CH:10]1[CH:11]([NH:19][C:20](=[O:21])[c:22]2[cH:23][c:24]3[c:25]([nH:26]2)[c:27]([Cl:31])[c:28]([Cl:30])[s:29]3)[CH2:12][c:13]2[cH:14][cH:15][cH:16][cH:17][c:18]21.[Cl:39][CH2:40][Cl:41].[F:32][C:33]([F:34])([F:35])[C:36]([OH:37])=[O:38]>>[O:5]=[C:6]([OH:7])[CH2:8][NH:9][CH:10]1[CH:11]([NH:19][C:20](=[O:21])[c:22]2[cH:23][c:24]3[c:25]([nH:26]2)[c:27]([Cl:31])[c:28]([Cl:30])[s:29]3)[CH2:12][c:13]2[cH:14][cH:15][cH:16][cH:17][c:18]21. The reactants are O.C1(=CC=C(C=C1)S(=O)(=O)O)C (toluene-4-sulfonic acid monohydrate), OC(C)(C)C1=CC=C(C=C1)C1=NN2C(C(N1)=O)=CC=C2 (2-[4-(1-hydroxy-1-methyl-ethyl)-phenyl]-3H-pyrrolo[2,1-f][1,2,4]triazin-4-one), O (Water). Solvent: C(CO)O (ethane-1,2-diol). Run at time 7 day. Yields the product OCCOC(C)(C)C1=CC=C(C=C1)C1=NN2C(C(N1)=O)=CC=C2 (2-{4-[1-(2-hydroxy-ethoxy)-1-methyl-ethyl]-phenyl}-3H-pyrrolo[2,1-f][1,2,4]triazin-4-one). RXN SMILES: [OH:1][C:2]([C:5]1[CH:10]=[CH:9][C:8]([C:11]2[NH:16][C:15](=[O:17])[C:14]3=[CH:18][CH:19]=[CH:20][N:13]3[N:12]=2)=[CH:7][CH:6]=1)([CH3:4])[CH3:3].[OH2:21].[C:22]1([CH3:32])C=CC(S(O)(=O)=O)=CC=1.O>C(O)CO>[OH:21][CH2:22][CH2:32][O:1][C:2]([C:5]1[CH:6]=[CH:7][C:8]([C:11]2[NH:16][C:15](=[O:17])[C:14]3=[CH:18][CH:19]=[CH:20][N:13]3[N:12]=2)=[CH:9][CH:10]=1)([CH3:4])[CH3:3] |f:1.2|. Procedure: To a suspension of 2-[4-(1-hydroxy-1-methyl-ethyl)-phenyl]-3H-pyrrolo[2,1-f][1,2,4]triazin-4-one (53.9 mg, 0.20 mmol) in ethane-1,2-diol (0.7 ml) is added toluene-4-sulfonic acid monohydrate (3.8 mg, 20 μmol). The reaction mixture is stirred for 7 days at ambient temperature. Water is added to the reaction mixture. The resulting precipitate is filtered off, washed with water and dried under vacuum. It is chromatographed on a silica gel column with cyclohexane/ethyl acetate as eluent to afford 2-... The reactants are O=C([O-])[O-], CN(C)C=O, Cc1ccc(O)cc1Cl, [Cs+], [Cs+], O=Cc1ccc(F)cc1. Yields the product Cc1ccc(Oc2ccc(C=O)cc2)cc1Cl. Reaction SMILES: [C:19](=[O:20])([O-:21])[O-:22].[CH3:25][N:26]([CH3:27])[CH:28]=[O:29].[Cl:10][c:11]1[cH:12][c:13]([OH:18])[cH:14][cH:15][c:16]1[CH3:17].[Cs+:23].[Cs+:24].[F:1][c:2]1[cH:3][cH:4][c:5]([CH:6]=[O:7])[cH:8][cH:9]1>>[c:2]1([O:18][c:13]2[cH:12][c:11]([Cl:10])[c:16]([CH3:17])[cH:15][cH:14]2)[cH:3][cH:4][c:5]([CH:6]=[O:7])[cH:8][cH:9]1. Reactants: OC1=C(CNC2=CC=C(C=C2)C(C)=O)C=CC=C1OC (4'-(2-Hydroxy-3-methoxybenzylamino)acetophenone), BrCCCC(=O)OCC (ethyl 4-bromobutyrate), C([O-])([O-])=O.[K+].[K+] (potassium carbonate), [I-].[Na+] (sodium iodide). Run in CN(C=O)C (N,N-dimethylformamide). Yields the product C(C)(=O)C1=CC=C(C=C1)NCC1=C(OCCCC(=O)OCC)C(=CC=C1)OC (4-[2-[[(4-acetylphenyl)amino]methyl]-6-methoxyphenoxy]butanoic acid, ethyl ester). Isolated yield 95.9%. As a reaction SMILES: [OH:1][C:2]1[C:18]([O:19][CH3:20])=[CH:17][CH:16]=[CH:15][C:3]=1[CH2:4][NH:5][C:6]1[CH:11]=[CH:10][C:9]([C:12](=[O:14])[CH3:13])=[CH:8][CH:7]=1.Br[CH2:22][CH2:23][CH2:24][C:25]([O:27][CH2:28][CH3:29])=[O:26].C(=O)([O-])[O-].[K+].[K+].[I-].[Na+]>CN(C)C=O>[C:12]([C:9]1[CH:8]=[CH:7][C:6]([NH:5][CH2:4][C:3]2[CH:15]=[CH:16][CH:17]=[C:18]([O:19][CH3:20])[C:2]=2[O:1][CH2:22][CH2:23][CH2:24][C:25]([O:27][CH2:28][CH3:29])=[O:26])=[CH:11][CH:10]=1)(=[O:14])[CH3:13] |f:2.3.4,5.6|. Procedure: 4'-(2-Hydroxy-3-methoxybenzylamino)acetophenone (500 mg, 1.84 mmol) is treated with 629 mg (3.22 mmol) of ethyl 4-bromobutyrate, 764 mg (5.53 mmol) of potassium carbonate and a catalytic amount (182 mg, 1.22 mmol) of sodium iodide in 2 mL N,N-dimethylformamide as described in Preparation 3 to give 680 mg of 4-[2-[[(4-acetylphenyl)amino]methyl]-6-methoxyphenoxy]butanoic acid, ethyl ester as a light brown oil (95%). The 1H NMR (300 MHz, CDCl3) is consistent with the desired product; IR (neat) 3400...